From a dataset of the Open Reaction Database (ORD), a public repository of structured organic reaction records. describe an organic reaction: reactants, conditions, products, and yield Starting materials: N[C@H](CN(C(OC(C)(C)C)=O)C)CC1CCCCC1 ((S)-tert-butyl 2-amino-3-cyclohexylpropyl(methyl)carbamate), CCN(C(C)C)C(C)C (DIEA), ClC=1C=C(C=CC1)[C@H](OCCNC(OC)=O)[C@H]1CNCCC1 (methyl 2-((R)-(3-chlorophenyl)((R)-piperidin-3-yl)methoxy)ethylcarbamate), N1(C=NC=C1)C(=S)N1C=NC=C1 (di-imidazol-1-yl-methanethione). The solvent is C(C)(=O)OCC (ethyl acetate), C(C)(=O)OCC (ethyl acetate). Product: ClC=1C=C(C=CC1)[C@H](OCCNC(OC)=O)[C@H]1CN(CCC1)C(N[C@@H](CC1CCCCC1)CN(C(=O)OC(C)(C)C)C)=S (methyl 2-((R)-(3-chlorophenyl)((R)-1-((S)-1-cyclohexyl-3-(N-methyl-N-(tert-butoxycarbonyl)amino)propan-2-ylcarbamothioyl)piperidin-3-yl)methoxy)ethylcarbamate). RXN SMILES: [NH2:1][C@@H:2]([CH2:13][CH:14]1[CH2:19][CH2:18][CH2:17][CH2:16][CH2:15]1)[CH2:3][N:4]([CH3:12])[C:5](=[O:11])[O:6][C:7]([CH3:10])([CH3:9])[CH3:8].CCN(C(C)C)C(C)C.[Cl:29][C:30]1[CH:31]=[C:32]([C@@H:36]([C@@H:45]2[CH2:50][CH2:49][CH2:48][NH:47][CH2:46]2)[O:37][CH2:38][CH2:39][NH:40][C:41](=[O:44])[O:42][CH3:43])[CH:33]=[CH:34][CH:35]=1.N1([C:56](N2C=CN=C2)=[S:57])C=CN=C1>C(OCC)(=O)C>[Cl:29][C:30]1[CH:31]=[C:32]([C@@H:36]([C@@H:45]2[CH2:50][CH2:49][CH2:48][N:47]([C:56](=[S:57])[NH:1][C@H:2]([CH2:3][N:4]([CH3:12])[C:5]([O:6][C:7]([CH3:9])([CH3:10])[CH3:8])=[O:11])[CH2:13][CH:14]3[CH2:15][CH2:16][CH2:17][CH2:18][CH2:19]3)[CH2:46]2)[O:37][CH2:38][CH2:39][NH:40][C:41](=[O:44])[O:42][CH3:43])[CH:33]=[CH:34][CH:35]=1. Procedure details: To a solution of (S)-tert-butyl 2-amino-3-cyclohexylpropyl(methyl)carbamate (326 mg, 1 mmol), DIEA (258 mg, 2 mmol) and methyl 2-((R)-(3-chlorophenyl)((R)-piperidin-3-yl)methoxy)ethylcarbamate (270 mg, 1 mmol) in ethyl acetate (6 mL) was added dropwise a solution of di-imidazol-1-yl-methanethione (194 mg, 1 mmol) in ethyl acetate (4 mL) at 0-5° C. After addition, the mixture was allowed to warm to room temperature for 3-4 h, the mixture was washed with water (20 mL) and brine (20 ml), the organi...